The task is: describe an organic reaction: reactants, conditions, products, and yield. This data is from the Open Reaction Database (ORD), a public repository of structured organic reaction records. Starting materials: C1(CCCC1)O (cyclopentanol), Cl (hydrochloric acid), CC1=NC(=NC2=C1CCC2)NC(=O)NS(=O)(=O)C2=C(C(=O)OC)C=CC=C2 (methyl 2-[[(6,7-dihydro-4-methyl-5H-cyclopentapyrimidin-2-yl)aminocarbonyl]aminosulfonyl]benzoate), C[Al](C)C (trimethylaluminum). The solvent is C1(=CC=CC=C1)C (toluene), C(C)(=O)OCC (Ethyl acetate), C1(=CC=CC=C1)C (toluene), C1(=CC=CC=C1)C (toluene). Run at time 15 minute. The product is CC1=NC(=NC2=C1CCC2)NC(=O)NS(=O)(=O)C2=C(C(=O)O)C=CC=C2 (2-[[(6,7-dihydro-4-methyl-5H-cyclopentapyrimidin-2-yl)aminocarbonyl]aminosulfonyl]benzoic acid). Yield: 99.7%. RXN SMILES: C[Al](C)C.C1(O)CCCC1.[CH3:11][C:12]1[C:17]2[CH2:18][CH2:19][CH2:20][C:16]=2[N:15]=[C:14]([NH:21][C:22]([NH:24][S:25]([C:28]2[CH:37]=[CH:36][CH:35]=[CH:34][C:29]=2[C:30]([O:32]C)=[O:31])(=[O:27])=[O:26])=[O:23])[N:13]=1.Cl>C1(C)C=CC=CC=1.C(OCC)(=O)C>[CH3:11][C:12]1[C:17]2[CH2:18][CH2:19][CH2:20][C:16]=2[N:15]=[C:14]([NH:21][C:22]([NH:24][S:25]([C:28]2[CH:37]=[CH:36][CH:35]=[CH:34][C:29]=2[C:30]([OH:32])=[O:31])(=[O:27])=[O:26])=[O:23])[N:13]=1. Reported procedure: To 20 ml of dry toluene was added 2.4 ml of 2 M trimethylaluminum in toluene under a nitrogen atmosphere. Subsequently, 0.82 g cyclopentanol in 1 ml toluene was added via syringe and the mixture stirred at ambient temperature for 15 minutes. After addition of 1.56 g of methyl 2-[[(6,7-dihydro-4-methyl-5H-cyclopentapyrimidin-2-yl)aminocarbonyl]aminosulfonyl]benzoate to the mixture, the reaction was heated to 80° for 3.5 hours. The mixture was then cooled in ice while B 40 ml of 5% aqueous hydroch...